Dataset: the Open Reaction Database (ORD), a public repository of structured organic reaction records. Task: describe an organic reaction: reactants, conditions, products, and yield Reactants: COc1ccc(-c2ccccn2)c(Sc2nc3cc(OC)c(OC)cc3[nH]2)c1, CCOC(C)=O, O=C(OO)c1cccc(Cl)c1. The product is COc1ccc(-c2ccccn2)c(S(=O)c2nc3cc(OC)c(OC)cc3[nH]2)c1. As a reaction SMILES: [CH3:1][O:2][c:3]1[cH:4][c:5]2[c:6]([nH:7][c:8]([S:10][c:11]3[c:12](-[c:19]4[n:20][cH:21][cH:22][cH:23][cH:24]4)[cH:13][cH:14][c:15]([O:17][CH3:18])[cH:16]3)[n:9]2)[cH:25][c:26]1[O:27][CH3:28].[CH3:40][CH2:41][O:42][C:43](=[O:44])[CH3:45].[Cl:29][c:30]1[cH:31][cH:32][cH:33][c:34]([C:35]([O:36][OH:38])=[O:37])[cH:39]1>>[CH3:1][O:2][c:3]1[cH:4][c:5]2[c:6]([nH:7][c:8]([S:10]([c:11]3[c:12](-[c:19]4[n:20][cH:21][cH:22][cH:23][cH:24]4)[cH:13][cH:14][c:15]([O:17][CH3:18])[cH:16]3)=[O:37])[n:9]2)[cH:25][c:26]1[O:27][CH3:28]. The reactants are C(=O)N1CCC(=CC2=C1C=CC(=C2)C2=CC=C(C=C2)C)C(=O)NC2=CC=C(C=C2)CN(C2CCOCC2)C (1-formyl-7-(4-methylphenyl)-N-[4-[[N-methyl-N-(tetrahydro-2H-pyran-4-yl)amino]methyl]phenyl]-2,3-dihydro-1-benzazepine-4-carboxamide), Cl (hydrochloric acid), O (water), C(O)([O-])=O.[Na+] (sodium hydrogen carbonate). Solvent: C(C)(=O)OCC (ethyl acetate), C(C)(=O)OCC (ethyl acetate). Reaction conditions: temperature 100 celsius, time 1 hour. Product: CC1=CC=C(C=C1)C=1C=CC2=C(C=C(CCN2)C(=O)NC2=CC=C(C=C2)CN(C2CCOCC2)C)C1 (7-(4-methylphenyl)-N-[4-[[N-methyl-N-(tetrahydro-2H-pyran-4-yl)amino]methyl]phenyl]-2,3-dihydro-1-benzazepine-4-carboxamide). The yield is 72.3%. As a reaction SMILES: C([N:3]1[C:9]2[CH:10]=[CH:11][C:12]([C:14]3[CH:19]=[CH:18][C:17]([CH3:20])=[CH:16][CH:15]=3)=[CH:13][C:8]=2[CH:7]=[C:6]([C:21]([NH:23][C:24]2[CH:29]=[CH:28][C:27]([CH2:30][N:31]([CH3:38])[CH:32]3[CH2:37][CH2:36][O:35][CH2:34][CH2:33]3)=[CH:26][CH:25]=2)=[O:22])[CH2:5][CH2:4]1)=O.Cl.C(=O)([O-])O.[Na+].O>C(OCC)(=O)C>[CH3:20][C:17]1[CH:18]=[CH:19][C:14]([C:12]2[CH:11]=[CH:10][C:9]3[NH:3][CH2:4][CH2:5][C:6]([C:21]([NH:23][C:24]4[CH:29]=[CH:28][C:27]([CH2:30][N:31]([CH3:38])[CH:32]5[CH2:33][CH2:34][O:35][CH2:36][CH2:37]5)=[CH:26][CH:25]=4)=[O:22])=[CH:7][C:8]=3[CH:13]=2)=[CH:15][CH:16]=1 |f:2.3|. Procedure details: To 1-formyl-7-(4-methylphenyl)-N-[4-[[N-methyl-N-(tetrahydro-2H-pyran-4-yl)amino]methyl]phenyl]-2,3-dihydro-1-benzazepine-4-carboxamide (1177 mg) was added 1N hydrochloric acid (20 ml), and the mixture was stirred at 100° C. for 1 hour. The mixture was dilute with ethyl acetate(50 ml) and made weakly basic with saturated sodium hydrogen carbonate solution (45 ml). To the mixture were added ethyl acetate (250 ml) and water (100 ml), and separated. The organic layer was dried with anhydrous magnes... The reactants are O=C([O-])O, C1CCNC1, ClCCl, [Na+], Cc1cc(C)c(S(=O)(=O)N(Cc2cccc(O)c2)c2ccc(CCC=O)cc2)c(C)c1. The product is Cc1cc(C)c(S(=O)(=O)N(Cc2cccc(O)c2)c2ccc(CCCN3CCCC3)cc2)c(C)c1. RXN SMILES: [C:37](=[O:38])([OH:39])[O-:40].[CH2:32]1[CH2:33][CH2:34][NH:35][CH2:36]1.[CH2:42]([Cl:43])[Cl:44].[Na+:41].[OH:1][c:2]1[cH:3][c:4]([CH2:5][N:6]([S:7](=[O:8])(=[O:9])[c:10]2[c:11]([CH3:18])[cH:12][c:13]([CH3:17])[cH:14][c:15]2[CH3:16])[c:19]2[cH:20][cH:21][c:22]([CH2:25][CH2:26][CH:27]=[O:28])[cH:23][cH:24]2)[cH:29][cH:30][cH:31]1>>[OH:1][c:2]1[cH:3][c:4]([CH2:5][N:6]([S:7](=[O:8])(=[O:9])[c:10]2[c:11]([CH3:18])[cH:12][c:13]([CH3:17])[cH:14][c:15]2[CH3:16])[c:19]2[cH:20][cH:21][c:22]([CH2:25][CH2:26][CH2:27][N:35]3[CH2:34][CH2:33][CH2:32][CH2:36]3)[cH:23][cH:24]2)[cH:29][cH:30][cH:31]1. Starting materials: C12CN(CC(CNC1)O2)CCCOC2=CC=C(C#N)C=C2 (4-[3-(9-oxa-3,7-diaza-bicyclo[3.3.1]non-3-yl)-propoxy]-benzonitrile), CS(=O)(=O)N(CCOS(=O)(=O)C)CCOC1=CC=CC=C1 (methanesulfonic acid 2-[methanesulfonyl-(2-phenoxy-ethyl)-amino]-ethyl ester), C(=O)([O-])[O-].[K+].[K+] (K2CO3). The solvent is C(C)#N (acetonitrile). Run at temperature 60 celsius, time 8 hour. The product is C(#N)C1=CC=C(OCCCN2CC3CN(CC(C2)O3)CCN(S(=O)(=O)C)CCOC3=CC=CC=C3)C=C1 (N-(2-{7-[3-(4-Cyano-phenoxy)-propyl]-9-oxa-3,7-diaza-bicyclo[3.3.1]non-3-yl}-ethyl)-N-(2-phenoxy-ethyl)-methanesulfonamide). Yield: 58.8%. RXN SMILES: [CH:1]12[O:9][CH:5]([CH2:6][NH:7][CH2:8]1)[CH2:4][N:3]([CH2:10][CH2:11][CH2:12][O:13][C:14]1[CH:21]=[CH:20][C:17]([C:18]#[N:19])=[CH:16][CH:15]=1)[CH2:2]2.[CH3:22][S:23]([N:26]([CH2:34][CH2:35][O:36][C:37]1[CH:42]=[CH:41][CH:40]=[CH:39][CH:38]=1)[CH2:27][CH2:28]OS(C)(=O)=O)(=[O:25])=[O:24].C([O-])([O-])=O.[K+].[K+]>C(#N)C>[C:18]([C:17]1[CH:20]=[CH:21][C:14]([O:13][CH2:12][CH2:11][CH2:10][N:3]2[CH2:2][CH:1]3[O:9][CH:5]([CH2:6][N:7]([CH2:28][CH2:27][N:26]([CH2:34][CH2:35][O:36][C:37]4[CH:38]=[CH:39][CH:40]=[CH:41][CH:42]=4)[S:23]([CH3:22])(=[O:25])=[O:24])[CH2:8]3)[CH2:4]2)=[CH:15][CH:16]=1)#[N:19] |f:2.3.4|. Reported procedure: A suspension of 4-[3-(9-oxa-3,7-diaza-bicyclo[3.3.1]non-3-yl)-propoxy]-benzonitrile (1.5 g, 5.5 mmol, see WO 01/28992), methanesulfonic acid 2-[methanesulfonyl-(2-phenoxy-ethyl)-amino]-ethyl ester (1.51 g, 4.5 mmol, preparation P above) and dry K2CO3 (1.69 g, 12.3 mmol) in dry acetonitrile (100 ml) was stirred at 60° C. overnight under nitrogen atmosphere. The reaction mixture was filtered and solvent concentrated under reduced pressure. The residue was purified by column chromatography over sil...